The task is: describe an organic reaction: reactants, conditions, products, and yield. This data is from the Open Reaction Database (ORD), a public repository of structured organic reaction records. Starting materials: C1CCOC1, CCOC(=O)C1CCC2(CCOCC2)N1C(=O)C(NC(=O)OC)C(C)C, CO, Cl, [Li+], [OH-], O, O. The product is COC(=O)NC(C(=O)N1C(C(=O)O)CCC12CCOCC2)C(C)C. Reaction SMILES: [CH2:31]1[O:32][CH2:33][CH2:34][CH2:35]1.[CH3:1][O:2][C:3](=[O:4])[NH:5][CH:6]([CH:7]([CH3:8])[CH3:9])[C:10](=[O:11])[N:12]1[CH:13]([C:22](=[O:23])[O:24][CH2:25][CH3:26])[CH2:14][CH2:15][C:16]12[CH2:17][CH2:18][O:19][CH2:20][CH2:21]2.[CH3:37][OH:38].[ClH:30].[Li+:29].[OH-:28].[OH2:27].[OH2:36]>>[CH3:1][O:2][C:3](=[O:4])[NH:5][CH:6]([CH:7]([CH3:8])[CH3:9])[C:10](=[O:11])[N:12]1[CH:13]([C:22](=[O:23])[OH:24])[CH2:14][CH2:15][C:16]12[CH2:17][CH2:18][O:19][CH2:20][CH2:21]2. Starting materials: CN1CCOCC1 (N-methylmorpholine), C(C)(C)(C)N=C=O (tert-butyl isocyanate), Cl.OC1=C(C(OC(=C1)C1=CC=CC=C1)=O)NCC1=CC=CC=C1 (4-hydroxy-6-phenyl-3-(phenylmethyl)amino-2H-pyran-2-one, monohydrochloride). Run in C(C)(=O)OCC (ethyl acetate). Reaction conditions: time 2.5 hour. Yields the product CC(C)(C)NC(=O)N(CC1=CC=CC=C1)C=1C(OC(=CC1O)C1=CC=CC=C1)=O (N-(1,1-Dimethylethyl)-N'-(4-hydroxy-2-oxo-6-phenyl-2H-pyran-3-yl)-N'-(phenylmethyl) Urea). RXN SMILES: Cl.[OH:2][C:3]1[CH:8]=[C:7]([C:9]2[CH:14]=[CH:13][CH:12]=[CH:11][CH:10]=2)[O:6][C:5](=[O:15])[C:4]=1[NH:16][CH2:17][C:18]1[CH:23]=[CH:22][CH:21]=[CH:20][CH:19]=1.CN1CCOCC1.[C:31]([N:35]=[C:36]=[O:37])([CH3:34])([CH3:33])[CH3:32]>C(OCC)(=O)C>[CH3:32][C:31]([NH:35][C:36]([N:16]([C:4]1[C:5](=[O:15])[O:6][C:7]([C:9]2[CH:10]=[CH:11][CH:12]=[CH:13][CH:14]=2)=[CH:8][C:3]=1[OH:2])[CH2:17][C:18]1[CH:23]=[CH:22][CH:21]=[CH:20][CH:19]=1)=[O:37])([CH3:34])[CH3:33] |f:0.1|. Reported procedure: To a suspension of 4-hydroxy-6-phenyl-3-(phenylmethyl)amino-2H-pyran-2-one, monohydrochloride (0.153 mmol) in ethyl acetate (10 ml) was added N-methylmorpholine (2.0 ml) and tert-butyl isocyanate (2.0 ml). The reaction was allowed to stir for 2.5 hrs and then quenched by dilution with ethyl acetate. The organic layer was washed with 5% citric acid and saturated sodium chloride and was dried over anhydrous magnesium sulfate. After evaporation of the solvents in vacuo the crude product was purifie... The reactants are OCCCCCCCCCCCS(=O)(=O)C=1C=C2C(=C(C=NC2=C(C1)C)C(=O)N)NC1=CC(=CC=C1)OC (6-((11-hydroxyundecyl)sulfonyl)-4-((3-methoxyphenyl)amino)-8-methylquinoline-3-carboxamide), BrC1=CC=C(C=C1)SC=1C=C2C(=C(C=NC2=C(C1)C)C(=O)N)NC1=CC(=CC=C1)OC (6-((4-bromophenyl)thio)-4-((3-methoxyphenyl)amino)-8-methylquinoline-3-carboxamide), C24H21BrN3O4S. Yields the product BrC1=CC=C(C=C1)S(=O)(=O)C=1C=C2C(=C(C=NC2=C(C1)C)C(=O)N)NC1=CC(=CC=C1)OC (6-((4-bromophenyl)sulfonyl)-4-((3-methoxyphenyl)amino)-8-methylquinoline-3-carboxamide). As a reaction SMILES: OCCCCC[CH2:7][CH2:8][CH2:9][CH2:10][CH2:11][CH2:12][S:13]([C:16]1[CH:17]=[C:18]2[C:23](=[C:24]([CH3:26])[CH:25]=1)[N:22]=[CH:21][C:20]([C:27]([NH2:29])=[O:28])=[C:19]2[NH:30][C:31]1[CH:36]=[CH:35][CH:34]=[C:33]([O:37][CH3:38])[CH:32]=1)(=[O:15])=[O:14].[Br:39]C1C=CC(SC2C=C3C(=C(C)C=2)N=CC(C(N)=O)=C3NC2C=CC=C(OC)C=2)=CC=1>>[Br:39][C:9]1[CH:8]=[CH:7][C:12]([S:13]([C:16]2[CH:17]=[C:18]3[C:23](=[C:24]([CH3:26])[CH:25]=2)[N:22]=[CH:21][C:20]([C:27]([NH2:29])=[O:28])=[C:19]3[NH:30][C:31]2[CH:36]=[CH:35][CH:34]=[C:33]([O:37][CH3:38])[CH:32]=2)(=[O:15])=[O:14])=[CH:11][CH:10]=1. Reported procedure: The title compound was synthesized in a manner analogous to that described for Intermediate 61, using Intermediate 60 as a substrate. ES/MS calcd. for C24H21BrN3O4S+ 526.0. Found m/z=526.1 (M+H)+. The reactants are CC(=O)c1ccc(OCc2cccnc2)cc1O, C1CCOC1, CC(C)OC(=O)N=NC(=O)OC(C)C, Cc1ccccc1C(O)CCC(=O)OC(C)(C)C, c1ccc(P(c2ccccc2)c2ccccc2)cc1. The product is CC(=O)c1ccc(OCc2cccnc2)cc1OC(CCC(=O)OC(C)(C)C)c1ccccc1C. Reaction SMILES: [C:34]([CH3:35])(=[O:36])[c:37]1[c:38]([OH:51])[cH:39][c:40]([O:43][CH2:44][c:45]2[cH:46][n:47][cH:48][cH:49][cH:50]2)[cH:41][cH:42]1.[CH2:70]1[O:71][CH2:72][CH2:73][CH2:74]1.[O:1]=[C:2]([O:3][CH:4]([CH3:5])[CH3:6])[N:7]=[N:8][C:9]([O:10][CH:11]([CH3:12])[CH3:13])=[O:14].[OH:52][CH:53]([CH2:54][CH2:55][C:56](=[O:57])[O:58][C:59]([CH3:60])([CH3:61])[CH3:62])[c:63]1[c:64]([CH3:69])[cH:65][cH:66][cH:67][cH:68]1.[c:15]1([P:16]([c:17]2[cH:18][cH:19][cH:20][cH:21][cH:22]2)[c:23]2[cH:24][cH:25][cH:26][cH:27][cH:28]2)[cH:29][cH:30][cH:31][cH:32][cH:33]1>>[C:34]([CH3:35])(=[O:36])[c:37]1[c:38]([O:51][CH:53]([CH2:54][CH2:55][C:56](=[O:57])[O:58][C:59]([CH3:60])([CH3:61])[CH3:62])[c:63]2[c:64]([CH3:69])[cH:65][cH:66][cH:67][cH:68]2)[cH:39][c:40]([O:43][CH2:44][c:45]2[cH:46][n:47][cH:48][cH:49][cH:50]2)[cH:41][cH:42]1. Reactants: ClC=1SC2=C(N1)C=CC=C2 (2-Chlorobenzothiazole), N1CCNCC1 (piperazine), C(C)O (ethanol). Yields the product S1C2=C(C=C1N1CCNCC1)C=CC=C2 (4-(Benzo[b]thien-2-yl)piperzine). As a reaction SMILES: Cl[C:2]1[S:3][C:4]2[CH:10]=[CH:9][CH:8]=[CH:7][C:5]=2[N:6]=1.[NH:11]1[CH2:16][CH2:15]N[CH2:13][CH2:12]1.[CH2:17](O)C>>[S:3]1[C:2]([N:6]2[CH2:15][CH2:16][NH:11][CH2:12][CH2:13]2)=[CH:17][C:5]2[CH:7]=[CH:8][CH:9]=[CH:10][C:4]1=2. Reported procedure: 2-Chlorobenzothiazole (5 g) is heated in ethanol (75 ml) with piperazine (3.05 g) for 20 h. The mixture is partitioned between methylene chloride/ether and aqueous sodium bicarbonate. The organic phase is separated, dried with sodium sulfate and concentrated to give the title compound. The reactants are BrCC(=C(C)C)C (1-Bromo-2,3-dimethylbut-2-ene), C([O-])([O-])=O.[Cs+].[Cs+] (cesium carbonate), CC1(OB(OC1(C)C)C=1C=NNC1)C (4-(4,4,5,5-tetramethyl-1,3,2-dioxaborolan-2-yl)-1H-pyrazole). Solvent: CN(C)C=O (DMF), C(C)OCC (diethyl ether). Run at temperature 90 celsius, time 18 hour. The product is CC(CN1N=CC(=C1)B1OC(C(O1)(C)C)(C)C)=C(C)C (1-(2,3-dimethylbut-2-en-1-yl)-4-(4,4,5,5-tetramethyl-1,3,2-dioxaborolan-2-yl)-1H-pyrazole). As a reaction SMILES: Br[CH2:2][C:3]([CH3:7])=[C:4]([CH3:6])[CH3:5].C(=O)([O-])[O-].[Cs+].[Cs+].[CH3:14][C:15]1([CH3:27])[C:19]([CH3:21])([CH3:20])[O:18][B:17]([C:22]2[CH:23]=[N:24][NH:25][CH:26]=2)[O:16]1>CN(C=O)C.C(OCC)C>[CH3:7][C:3](=[C:4]([CH3:6])[CH3:5])[CH2:2][N:25]1[CH:26]=[C:22]([B:17]2[O:16][C:15]([CH3:27])([CH3:14])[C:19]([CH3:21])([CH3:20])[O:18]2)[CH:23]=[N:24]1 |f:1.2.3|. Procedure: 1-Bromo-2,3-dimethylbut-2-ene (3.78 g, 23.19 mmol), and cesium carbonate (15.11 g, 46.4 mmol) were added to a solution of 4-(4,4,5,5-tetramethyl-1,3,2-dioxaborolan-2-yl)-1H-pyrazole (3.0 g, 15.46 mmol) in DMF (52 mL), and the mixture was stirred at 90° C. for 18 h. The mixture was allowed to cool to room temperature, diluted with diethyl ether, washed with water (3×50 mL) and brine. The organic layers were separated, dried over anhydrous magnesium sulfate and concentrated under reduced pressure.... The reactants are CO, CCOCCS(=O)(=O)c1ccc(C(=CC2CCCC2)c2cc3cc(F)cnc3[nH]2)cc1. The product is CCOCCS(=O)(=O)c1ccc(C(CC2CCCC2)c2cc3cc(F)cnc3[nH]2)cc1. As a reaction SMILES: [CH3:32][OH:33].[CH:1]1([CH:6]=[C:7]([c:8]2[cH:9][cH:10][c:11]([S:14](=[O:15])(=[O:16])[CH2:17][CH2:18][O:19][CH2:20][CH3:21])[cH:12][cH:13]2)[c:22]2[cH:23][c:24]3[c:25]([n:26][cH:27][c:28]([F:30])[cH:29]3)[nH:31]2)[CH2:2][CH2:3][CH2:4][CH2:5]1>>[CH:1]1([CH2:6][CH:7]([c:8]2[cH:9][cH:10][c:11]([S:14](=[O:15])(=[O:16])[CH2:17][CH2:18][O:19][CH2:20][CH3:21])[cH:12][cH:13]2)[c:22]2[cH:23][c:24]3[c:25]([n:26][cH:27][c:28]([F:30])[cH:29]3)[nH:31]2)[CH2:2][CH2:3][CH2:4][CH2:5]1. Reactants: BrC1=C(C=CC=C1)CC(=O)O (2-bromophenylacetic acid), C(CC)C1=CC=C(N)C=C1 (4-propylaniline). Product: C(CC)C1=CC=C(C=C1)NC1=C(C=CC=C1)CC(=O)O (2-[(4-propylphenyl)amino]phenylacetic acid). As a reaction SMILES: Br[C:2]1[CH:7]=[CH:6][CH:5]=[CH:4][C:3]=1[CH2:8][C:9]([OH:11])=[O:10].[CH2:12]([C:15]1[CH:21]=[CH:20][C:18]([NH2:19])=[CH:17][CH:16]=1)[CH2:13][CH3:14]>>[CH2:12]([C:15]1[CH:21]=[CH:20][C:18]([NH:19][C:2]2[CH:7]=[CH:6][CH:5]=[CH:4][C:3]=2[CH2:8][C:9]([OH:11])=[O:10])=[CH:17][CH:16]=1)[CH2:13][CH3:14]. Reported procedure: In the manner described in example 3, 2-bromophenylacetic acid is condensed with 4-propylaniline to yield 2-[(4-propylphenyl)amino]phenylacetic acid.